This data is from the Open Reaction Database (ORD), a public repository of structured organic reaction records. The task is: describe an organic reaction: reactants, conditions, products, and yield Starting materials: BrC1=C(C(=CC(=C1)[N+](=O)[O-])N)N (3-bromo-5-nitrobenzene-1,2-diamine), C(C(C)C)(=O)O (isobutyric acid), Cl (HCl), [OH-].[Na+] (Sodium Hydroxide). Conditions: temperature 105 celsius. The product is BrC1=CC(=CC=2NC(=NC21)C(C)C)[N+](=O)[O-] (4-bromo-2-isopropyl-6-nitro-1H-benzo[d]imidazole). The yield is 85.7%. As a reaction SMILES: [Br:1][C:2]1[CH:7]=[C:6]([N+:8]([O-:10])=[O:9])[CH:5]=[C:4]([NH2:11])[C:3]=1[NH2:12].[C:13](O)(=O)[CH:14]([CH3:16])[CH3:15].Cl.[OH-].[Na+]>>[Br:1][C:2]1[C:3]2[N:12]=[C:13]([CH:14]([CH3:16])[CH3:15])[NH:11][C:4]=2[CH:5]=[C:6]([N+:8]([O-:10])=[O:9])[CH:7]=1 |f:3.4|. Reported procedure: A mixture of 3-bromo-5-nitrobenzene-1,2-diamine (4 g, 17.24 mmol) and isobutyric acid (7.99 ml, 86 mmol) in 3M HCl (100 ml, 300 mmol) was heated to 105° C. for 5 days. The mixture was allowed to cool to room temperature and was poured into chilled 5M Sodium Hydroxide (60.0 ml, 300 mmol) solution. The resulting mixture was allowed to stand in an ice bath and the brown solid that precipitated was collected by filtration. The solid was washed several times with H2O and then dried in a vacuum oven a... Starting materials: COC1=CC(=C(C(=C1)C)S(=O)(=O)N1[C@@H](CCCC1)COCC(=O)OC(C)(C)C)C ((S)-tert-butyl 2-((1-(4-methoxy-2,6-dimethylphenylsulfonyl)piperidin-2-yl)-methoxy)acetate), FC(C(=O)O)(F)F (trifluoroacetic acid). Run in ClCCl (dichloromethane). Conditions: time 2 hour. The product is COC1=CC(=C(C(=C1)C)S(=O)(=O)N1[C@@H](CCCC1)COCC(=O)O)C ((S)-2-((1-(4-Methoxy-2,6-dimethylphenylsulfonyl)piperidin-2-yl)methoxy)acetic acid). Reaction SMILES: [CH3:1][O:2][C:3]1[CH:8]=[C:7]([CH3:9])[C:6]([S:10]([N:13]2[CH2:18][CH2:17][CH2:16][CH2:15][C@H:14]2[CH2:19][O:20][CH2:21][C:22]([O:24]C(C)(C)C)=[O:23])(=[O:12])=[O:11])=[C:5]([CH3:29])[CH:4]=1.FC(F)(F)C(O)=O>ClCCl>[CH3:1][O:2][C:3]1[CH:8]=[C:7]([CH3:9])[C:6]([S:10]([N:13]2[CH2:18][CH2:17][CH2:16][CH2:15][C@H:14]2[CH2:19][O:20][CH2:21][C:22]([OH:24])=[O:23])(=[O:12])=[O:11])=[C:5]([CH3:29])[CH:4]=1. Procedure: (S)-tert-butyl 2-((1-(4-methoxy-2,6-dimethylphenylsulfonyl)piperidin-2-yl)-methoxy)acetate (1 eq.) was dissolved in dichloromethane (10 ml/mmol) and cooled, and trifluoroacetic acid (13 eq.) was added slowly at 0° C. After stirring for 2 h at room temperature, the reaction mixture was concentrated in vacuo and dried. The crude product was used in the next stage without being purified further. Yield: quantitative